describe an organic reaction: reactants, conditions, products, and yield From a dataset of the Open Reaction Database (ORD), a public repository of structured organic reaction records. Reactants: Cl.Cl.N1=C(C=CC=C1)CSC(N)=N (2-(pyrid-2-ylmethyl)-isothiourea dihydrochloride), aqueous solution, [OH-].[Na+] (sodium hydroxide), BrCCCCCl (1-bromo-4-chlorobutane), aqueous solution, [OH-].[Na+] (sodium hydroxide). Run in O (water). Conditions: temperature 73 celsius, time 15 hour. Yields the product ClCCCCSCC1=NC=CC=C1 (Pyrid-2-ylmethyl 4-chlorobutyl sulphide). The yield is 76.7%. RXN SMILES: [OH-].[Na+].Cl.Cl.[N:5]1[CH:10]=[CH:9][CH:8]=[CH:7][C:6]=1[CH2:11][S:12][C:13](=N)N.BrC[CH2:18][CH2:19][CH2:20][Cl:21]>O>[Cl:21][CH2:20][CH2:19][CH2:18][CH2:13][S:12][CH2:11][C:6]1[CH:7]=[CH:8][CH:9]=[CH:10][N:5]=1 |f:0.1,2.3.4|. Reported procedure: A 10 N aqueous solution of sodium hydroxide (100 cc) is added dropwise, in the course of 20 minutes and whilst keeping the temperature below 15° C., to a solution of 2-(pyrid-2-ylmethyl)-isothiourea dihydrochloride (120 g) in distilled water (250 cc), cooled to 13° C. After heating for 20 minutes at 73° C. and then cooling to 13° C., a 10 N aqueous solution of sodium hydroxide (60 cc) and then 1-bromo-4-chlorobutane (85 g) are added, whilst stirring, and stirring is continued for 15 hours at a t... Reactants: CC(=O)OI1(C=2C=CC=CC2C(=O)O1)(OC(=O)C)OC(=O)C (Dess Martin Periodinane), C1(=CC=CC=C1)C(CCO)C1=CC=CC=C1 (3,3-diphenylpropanol), [OH-].[Na+] (sodium hydroxide). Solvent: C(Cl)Cl (CH2Cl2), C(Cl)Cl (CH2Cl2). Conditions: temperature 0 celsius, time 30 minute. The product is C1(=CC=CC=C1)C(CC=O)C1=CC=CC=C1 (3,3-diphenylpropionaldehyde). Isolated yield 96.0%. RXN SMILES: [C:1]1([CH:7]([C:11]2[CH:16]=[CH:15][CH:14]=[CH:13][CH:12]=2)[CH2:8][CH2:9][OH:10])[CH:6]=[CH:5][CH:4]=[CH:3][CH:2]=1.CC(OI1(OC(C)=O)(OC(C)=O)OC(=O)C2C=CC=CC1=2)=O.[OH-].[Na+]>C(Cl)Cl>[C:11]1([CH:7]([C:1]2[CH:2]=[CH:3][CH:4]=[CH:5][CH:6]=2)[CH2:8][CH:9]=[O:10])[CH:12]=[CH:13][CH:14]=[CH:15][CH:16]=1 |f:2.3|. Reported procedure: 4.69 mL (23.55 mmol, 1 eq.) of 3,3-diphenylpropanol are dissolved in 100 mL of CH2Cl2 under argon. 10.5 g (24.73 mmol, 1.05 eq.) of Dess Martin Periodinane (1,1,1-triacetoxy-1,1-dihydro-1,2-benziodoxol-3(1H)-one) are added to the mixture and the solution is stirred for 1 hour 30 min at 0° C. 100 mL of 2 M sodium hydroxide and 100 mL of CH2Cl2 are then added. The organic phase is washed with 2 M sodium hydroxide (twice), with water (twice), dried over MgSO4, filtered and concentrated. The crude r... Starting materials: Ice water, [H-].[Na+] (sodium hydride), CN(C=O)C (N,N-dimethylformamide), ClC=1C=CC=2N(N1)C=C(N2)C(C(=O)OC(C)(C)C)(C)C (t-butyl 2-(6-chloroimidazo[1,2-b]pyridazin-2-yl)-2-methylpropionate), C1(=CC=CC=C1)C(OC1CCN(CC1)CCCO)C1=CC=CC=C1 (4-(diphenylmethoxy)-1-piperidinepropanol). Conditions: time 30 minute. The product is C(\C=C\C(=O)O)(=O)O.C(\C=C\C(=O)O)(=O)O.C1(=CC=CC=C1)C(OC1CCN(CC1)CCCOC=1C=CC=2N(N1)C=C(N2)C(C(=O)OC(C)(C)C)(C)C)C2=CC=CC=C2 (t-Butyl 2-[6-[3-[4-(Diphenylmethoxy)piperidino]propoxy]imidazo[1,2-b]pyridazin-2-yl]-2-methylpropionate Difumarate). RXN SMILES: [H-].[Na+].[C:3]1([CH:9]([C:21]2[CH:26]=[CH:25][CH:24]=[CH:23][CH:22]=2)[O:10][CH:11]2[CH2:16][CH2:15][N:14]([CH2:17][CH2:18][CH2:19][OH:20])[CH2:13][CH2:12]2)[CH:8]=[CH:7][CH:6]=[CH:5][CH:4]=1.Cl[C:28]1[CH:29]=[CH:30][C:31]2[N:32]([CH:34]=[C:35]([C:37]([CH3:46])([CH3:45])[C:38]([O:40][C:41]([CH3:44])([CH3:43])[CH3:42])=[O:39])[N:36]=2)[N:33]=1.CN(C)[CH:49]=[O:50]>>[C:49]([OH:50])(=[O:10])/[CH:35]=[CH:37]/[C:38]([OH:40])=[O:39].[C:49]([OH:50])(=[O:10])/[CH:35]=[CH:37]/[C:38]([OH:40])=[O:39].[C:21]1([CH:9]([C:3]2[CH:4]=[CH:5][CH:6]=[CH:7][CH:8]=2)[O:10][CH:11]2[CH2:16][CH2:15][N:14]([CH2:17][CH2:18][CH2:19][O:20][C:28]3[CH:29]=[CH:30][C:31]4[N:32]([CH:34]=[C:35]([C:37]([CH3:46])([CH3:45])[C:38]([O:40][C:41]([CH3:44])([CH3:43])[CH3:42])=[O:39])[N:36]=4)[N:33]=3)[CH2:13][CH2:12]2)[CH:26]=[CH:25][CH:24]=[CH:23][CH:22]=1 |f:0.1,5.6.7|. Procedure details: 70 mg of 60% sodium hydride dispersion in mineral oil was dissolved in 5 ml of N,N-dimethylformamide; 570 mg of 4-(diphenylmethoxy)-1-piperidinepropanol was added, followed by stirring at room temperature under reduced pressure for 30 minutes. After 520 mg of t-butyl 2-(6-chloroimidazo[1,2-b]pyridazin-2-yl)-2-methylpropionate was added, followed by stirring at room temperature for 8 hours. Ice water was added, followed by extraction with ethyl acetate; the extract was washed with saturated salin... Reactants: C([O-])([O-])=O.[K+].[K+] (Potassium carbonate), IC (iodomethane), BrC=1C=CC(=NC1)N1C[C@H]2NCCC[C@H]2C1 ((4aS,7aS)-6-(5-bromopyridin-2-yl)octahydro-1H-pyrrolo[3,4-b]pyridine). Solvent: O (water), C(C)#N (acetonitrile). Yields the product BrC=1C=CC(=NC1)N1C[C@H]2N(CCC[C@H]2C1)C ((4aS,7aS)-6-(5-bromopyridin-2-yl)-1-methyloctahydro-1H-pyrrolo[3,4-b]pyridine). The yield is 64.2%. As a reaction SMILES: [Br:1][C:2]1[CH:3]=[CH:4][C:5]([N:8]2[CH2:16][C@H:15]3[C@H:10]([NH:11][CH2:12][CH2:13][CH2:14]3)[CH2:9]2)=[N:6][CH:7]=1.[C:17](=O)([O-])[O-].[K+].[K+].IC>C(#N)C.O>[Br:1][C:2]1[CH:3]=[CH:4][C:5]([N:8]2[CH2:16][C@H:15]3[C@H:10]([N:11]([CH3:17])[CH2:12][CH2:13][CH2:14]3)[CH2:9]2)=[N:6][CH:7]=1 |f:1.2.3|. Procedure: Compound 23a (600 mg, 2.13 mmol) was dissolved in acetonitrile. Potassium carbonate (590 mg, 4.26 mmol) and iodomethane (652 mg, 3.20 mmol) were added. The resulting mixture was allowed to react overnight at 80° C. and monitored by TLC. After the reaction completed, it was cooled to room temperature, diluted with water, and extracted with ethyl acetate. The organic phase was washed with saturated saline solution, and dried over anhydrous sodium sulfate. Column chromatography afforded 405 mg of w... Reactants: ClC1=CC(=C(CN2N=C(C3=CC(=CC=C23)\C=C/2\C(N(C(S2)=O)CC(=O)O)=O)Cl)C=C1)C(F)(F)F ([(5Z)-5-({1-[4-Chloro-2-(trifluoromethyl)benzyl]-3-chloro-1H-indazol-5-yl}methylidene)-2,4-dioxo-1,3-thiazolidin-3-yl]acetic acid), C(C)OC(=O)C1CCC(CC1)O (4-hydroxycyclohexanecarboxylic acid ethyl ester). Yields the product C(C)OC(=O)C1CCC(CC1)N1C(S\C(\C1=O)=C/C=1C=C2C(=NN(C2=CC1)CC1=C(C=C(C=C1)Cl)C(F)(F)F)Cl)=O (4-[(5Z)-5-({3-Chloro-1-[4-chloro-2-(trifluoromethyl)benzyl]-1H-indazol-5-yl}methylidene)-2,4-dioxo-1,3-thiazolidin-3-yl]cyclohexanecarboxylic acid ethyl ester). Reaction SMILES: [Cl:1][C:2]1[CH:30]=[CH:29][C:5]([CH2:6][N:7]2[C:15]3[C:10](=[CH:11][C:12](/[CH:16]=[C:17]4/[C:18](=[O:27])[N:19]([CH2:23]C(O)=O)[C:20](=[O:22])[S:21]/4)=[CH:13][CH:14]=3)[C:9]([Cl:28])=[N:8]2)=[C:4]([C:31]([F:34])([F:33])[F:32])[CH:3]=1.[CH2:35]([O:37][C:38]([CH:40]1[CH2:45][CH2:44]C(O)[CH2:42][CH2:41]1)=[O:39])[CH3:36]>>[CH2:35]([O:37][C:38]([CH:40]1[CH2:45][CH2:44][CH:23]([N:19]2[C:18](=[O:27])/[C:17](=[CH:16]/[C:12]3[CH:11]=[C:10]4[C:15](=[CH:14][CH:13]=3)[N:7]([CH2:6][C:5]3[CH:29]=[CH:30][C:2]([Cl:1])=[CH:3][C:4]=3[C:31]([F:34])([F:33])[F:32])[N:8]=[C:9]4[Cl:28])/[S:21][C:20]2=[O:22])[CH2:42][CH2:41]1)=[O:39])[CH3:36]. Procedure details: 4-[(5Z)-5-({3-Chloro-1-[4-chloro-2-(trifluoromethyl)benzyl]-1H-indazol-5-yl}methylidene)-2,4-dioxo-1,3-thiazolidin-3-yl]cyclohexanecarboxylic acid ethyl ester was prepared from [(5Z)-5-({3-chloro-1-[4-chloro-2-(trifluoromethyl)benzyl]-1H-indazol-5-yl}methylidene)-2,4-dioxo-1,3-thiazolidine (from Example 287) and 4-hydroxycyclohexanecarboxylic acid ethyl ester following General Procedure J. Reactants: ClC1=NC=C(C=C1)[N+](=O)[O-] (2-chloro-5-nitropyridine), C(#N)C1=C(C=C(C=C1)NC(C1=CC(=CC=C1)C(C)(C)C#N)=O)O (N-(4-cyano-3-hydroxyphenyl)-3-(1-cyano-1-methylethyl)benzamide), C([O-])([O-])=O.[K+].[K+] (potassium carbonate). Run in CN(C=O)C (N,N-dimethylformamide). Conditions: temperature 80 celsius, time 20 hour. Product: C(#N)C(C)(C)C=1C=C(C(=O)NC2=CC(=C(C=C2)C#N)OC2=NC=C(C=C2)[N+](=O)[O-])C=CC1 (3-(1-cyano-1-methylethyl)-N-{4-cyano-3-[(5-nitropyridin-2-yl)oxy]phenyl}benzamide). Yield: 24.3%. Reaction SMILES: Cl[C:2]1[CH:7]=[CH:6][C:5]([N+:8]([O-:10])=[O:9])=[CH:4][N:3]=1.[C:11]([C:13]1[CH:18]=[CH:17][C:16]([NH:19][C:20](=[O:32])[C:21]2[CH:26]=[CH:25][CH:24]=[C:23]([C:27]([C:30]#[N:31])([CH3:29])[CH3:28])[CH:22]=2)=[CH:15][C:14]=1[OH:33])#[N:12].C(=O)([O-])[O-].[K+].[K+]>CN(C)C=O>[C:30]([C:27]([C:23]1[CH:22]=[C:21]([CH:26]=[CH:25][CH:24]=1)[C:20]([NH:19][C:16]1[CH:17]=[CH:18][C:13]([C:11]#[N:12])=[C:14]([O:33][C:2]2[CH:7]=[CH:6][C:5]([N+:8]([O-:10])=[O:9])=[CH:4][N:3]=2)[CH:15]=1)=[O:32])([CH3:29])[CH3:28])#[N:31] |f:2.3.4|. Procedure details: To a solution of 2-chloro-5-nitropyridine (1.06 g, 6.68 mmol) and N-(4-cyano-3-hydroxyphenyl)-3-(1-cyano-1-methylethyl)benzamide (2.0 g, 6.55 mmol) in N,N-dimethylformamide (15 mL) was added potassium carbonate (1.35 g, 9.82 mmol), and the mixture was stirred at 80° C. for 20 hr. The reaction mixture was cooled to room temperature, the insoluble material was filtered off, and the filtrate was concentrated under reduced pressure. The obtained residue was diluted with ethyl acetate (300 mL), washe...